This data is from the Open Reaction Database (ORD), a public repository of structured organic reaction records. The task is: describe an organic reaction: reactants, conditions, products, and yield The reactants are [H-].[Al+3].[Li+].[H-].[H-].[H-] (lithium aluminum hydride), C(#N)C1(CCCC2=CC=CC=C12)O[Si](C)(C)C (1-cyano-1-trimethylsilyloxy-1,2,3,4-tetrahydronaphthalene), O.O.O.O.O.O.O.O.O.O.S(=O)(=O)([O-])[O-].[Na+].[Na+] (Sodium sulfate decahydrate). Solvent: C1CCOC1 (THF), C1CCOC1 (THF), C1CCOC1 (THF). The product is NCC1(CCCC2=CC=CC=C12)O (1-Aminomethyl-1-hydroxy-1,2,3,4-tetrahydronaphthalene). Reaction SMILES: [H-].[Al+3].[Li+].[H-].[H-].[H-].[C:7]([C:9]1([O:19][Si](C)(C)C)[C:18]2[C:13](=[CH:14][CH:15]=[CH:16][CH:17]=2)[CH2:12][CH2:11][CH2:10]1)#[N:8].O.O.O.O.O.O.O.O.O.O.S([O-])([O-])(=O)=O.[Na+].[Na+]>C1COCC1>[NH2:8][CH2:7][C:9]1([OH:19])[C:18]2[C:13](=[CH:14][CH:15]=[CH:16][CH:17]=2)[CH2:12][CH2:11][CH2:10]1 |f:0.1.2.3.4.5,7.8.9.10.11.12.13.14.15.16.17.18.19|. Reported procedure: To a suspension of lithium aluminum hydride (12 g, 0.32 mol, 2.25 equivalents) in refluxing THF (150 mL), under a nitrogen atmosphere, was added, dropwise over a period of 30 minutes, a solution of 1-cyano-1-trimethylsilyloxy-1,2,3,4-tetrahydronaphthalene, from Step 1, in 150 mL of THF. The resulting mixture was refluxed for 4 hours and then cooled to ambient temperature and diluted with THF. Sodium sulfate decahydrate was added to quench the excess lithium aluminum hydride. The solids were filt...